This data is from the Open Reaction Database (ORD), a public repository of structured organic reaction records. The task is: describe an organic reaction: reactants, conditions, products, and yield The reactants are BrCC=1C=CC=C2C=C(CC12)C (7-(bromomethyl)-2-methyl-1H-indene), CC=1CC2=CC=CC=C2C1 (2-methyl-1H-indene), [Li]CCCC (n-BuLi), CC=1C(C2=CC=CC=C2C1)CC=1C=CC=C2C=C(CC12)C (2-methyl-1-[(2-methyl-1H-inden-7-yl)methyl]-1H-indene). Run in C1CCOC1 (THF), hexanes, CCOCC (ether), hexanes, O (water). Run at time 2 hour. Yields the product BrCCC=1C=CC=C2C=C(CC12)C (7-(2-Bromoethyl)-2-methyl-1H-indene). RXN SMILES: [CH3:1][C:2]1[CH2:3][C:4]2[C:9]([CH:10]=1)=[CH:8][CH:7]=[CH:6][CH:5]=2.[Li]CCCC.[Br:16][CH2:17][C:18]1C=CC=C2C=1CC(C)=C2.CC1C(CC2C=CC=C3C=2CC(C)=C3)C2C(C=1)=CC=CC=2>CCOCC.C1COCC1.O>[Br:16][CH2:17][CH2:18][C:5]1[CH:6]=[CH:7][CH:8]=[C:9]2[C:4]=1[CH2:3][C:2]([CH3:1])=[CH:10]2. Reported procedure: To a solution of 1.30 g (10 mmol) of 2-methyl-1H-indene in 90 ml of ether 4.0 ml of 2.5 M (10 mmol) n-BuLi in hexanes was added at 0° C. This mixture was stirred for 2 h at room temperature, and then a solution of 2.23 g (10 mmol) of 7-(bromomethyl)-2-methyl-1H-indene in 15 ml of THF was added dropwise at vigorous stirring for 10 min at −80° C. The resulting mixture was stirred for 12 h at room temperature, and then 1 ml of water was added. This mixture was evaporated to dryness, and 100 ml of w...